describe an organic reaction: reactants, conditions, products, and yield From a dataset of the Open Reaction Database (ORD), a public repository of structured organic reaction records. The reactants are Cl.C(C)(C)N1CCN(CC1)C(=O)C1CCN(CC1)C1=CC=C(C=C1)C(=O)O (1-Isopropyl4-[1-(4-carboxy-phenyl)-piperidin-4-carbonyl]-piperazine hydrochloride), N1CCOCC1 (morpholine), C=1C=CC2=C(C1)N=NN2O (HOBT), TEA, Cl (HCl). Solvent: C(C)OCC (diethyl ether), C(Cl)Cl (DCM), C(CCl)Cl (EDC), C(Cl)Cl (DCM), CN(C)C=O (DMF). The product is Cl.C(C)(C)N1CCN(CC1)C(=O)C1CCN(CC1)C1=CC=C(C=C1)C(=O)C1CNCCO1 (1-Isopropyl-4-{1-[4-(morpholino-carbonyl)-phenyl]-piperidine-4-carbonyl}-piperazine hydrochloride). Reaction SMILES: [ClH:1].[CH:2]([N:5]1[CH2:10][CH2:9][N:8]([C:11]([CH:13]2[CH2:18][CH2:17][N:16]([C:19]3[CH:24]=[CH:23][C:22]([C:25](O)=[O:26])=[CH:21][CH:20]=3)[CH2:15][CH2:14]2)=[O:12])[CH2:7][CH2:6]1)([CH3:4])[CH3:3].[NH:28]1[CH2:33][CH2:32][O:31][CH2:30][CH2:29]1.C1C=CC2N(O)N=NC=2C=1.Cl>C(Cl)Cl.C(OCC)C.CN(C=O)C.C(Cl)CCl>[ClH:1].[CH:2]([N:5]1[CH2:6][CH2:7][N:8]([C:11]([CH:13]2[CH2:14][CH2:15][N:16]([C:19]3[CH:24]=[CH:23][C:22]([C:25]([CH:30]4[O:31][CH2:32][CH2:33][NH:28][CH2:29]4)=[O:26])=[CH:21][CH:20]=3)[CH2:17][CH2:18]2)=[O:12])[CH2:9][CH2:10]1)([CH3:4])[CH3:3] |f:0.1,9.10|. Procedure details: To a stirred solution of 1-isopropyl4-[1-(4-carboxy-phenyl)-piperidin4-carbonyl]-piperazine hydrochloride (D9)(0.25 g), morpholine (0.035 ml), HOBT (0.03 g), TEA (0.16 ml) in DCM (10 ml) was added EDC (0.10 g). DMF (2 ml)was added and the reaction stirred under argon ovemight. The reaction mixture was then evaporated to a minimum and residue dissolved in DCM (50 ml) and washed with sodium hydrogen carbonate (3×50 ml) and then brine (50 ml). The organic layer was then dried (MgSO4) and evaporated...